Dataset: the Open Reaction Database (ORD), a public repository of structured organic reaction records. Task: describe an organic reaction: reactants, conditions, products, and yield Reactants: O=C(O)C1CCc2ccccc21, ClCCl, O=[N+]([O-])O, O=S(=O)(O)O. Yields the product O=C(O)C1CCc2ccc([N+](=O)[O-])cc21. RXN SMILES: [CH:1]1([C:10](=[O:11])[OH:12])[CH2:2][CH2:3][c:4]2[cH:5][cH:6][cH:7][cH:8][c:9]21.[Cl:17][CH2:18][Cl:19].[OH:13][N+:14]([O-:15])=[O:16].[S:20](=[O:21])(=[O:22])([OH:23])[OH:24]>>[CH:1]1([C:10](=[O:11])[OH:12])[CH2:2][CH2:3][c:4]2[cH:5][cH:6][c:7]([N+:14](=[O:13])[O-:15])[cH:8][c:9]21.